This data is from the Open Reaction Database (ORD), a public repository of structured organic reaction records. The task is: describe an organic reaction: reactants, conditions, products, and yield Starting materials: [N+](=O)([O-])C1=CC=C(C(=O)Cl)C=C1 (4-nitrobenzoyl chloride), S1C(=CC=C1)C1C(NCCN1C(C1=CC=C(C=C1)[N+](=O)[O-])=O)=O (3-(2-thienyl)-4-(4-nitrobenzoyl)-piperazin-2-one). Yields the product S1C(=CC=C1)C1C(NCCN1C=O)=O (3-(2-thienyl)-4-formylpiperazin-2-one). As a reaction SMILES: [N+](C1C=CC(C(Cl)=O)=CC=1)([O-])=O.[S:13]1[CH:17]=[CH:16][CH:15]=[C:14]1[CH:18]1[N:23]([C:24](=[O:34])C2C=CC([N+]([O-])=O)=CC=2)[CH2:22][CH2:21][NH:20][C:19]1=[O:35]>>[S:13]1[CH:17]=[CH:16][CH:15]=[C:14]1[CH:18]1[N:23]([CH:24]=[O:34])[CH2:22][CH2:21][NH:20][C:19]1=[O:35]. Procedure details: Using 4-nitrobenzoyl chloride: 3-(2-thienyl)-4-(4-nitrobenzoyl)-piperazin-2-one, yield: 83% of theory, melting point: 204° C. Starting materials: BrBr (bromine), [N+](=O)([O-])C1=CC=CC2=CC=CC=C12 (1-nitronaphthalene), FeCl3. Reaction conditions: temperature 90 celsius, time 2 hour. Yields the product [N+](=O)([O-])C1=C2C=CC=C(C2=CC=C1)Br (5-Nitro-1-bromonaphthalene), crystal. Isolated yield 50.0%. RXN SMILES: [N+:1]([C:4]1[C:13]2[C:8](=[CH:9][CH:10]=[CH:11][CH:12]=2)[CH:7]=[CH:6][CH:5]=1)([O-:3])=[O:2].[Br:14]Br>>[N+:1]([C:4]1[CH:5]=[CH:6][CH:7]=[C:8]2[C:13]=1[CH:12]=[CH:11][CH:10]=[C:9]2[Br:14])([O-:3])=[O:2]. Procedure: A mixture of 1-nitronaphthalene (10.0 g, 58 mmol) and FeCl3 (0.066 g, 0.41 mmol) was heated to 90° C. To the solution was added dropwise bromine (3.0 mL, 58 mmol) (no any solvent was used for this reaction). The reaction mixture was stirred at 90° C. for 2 hrs. After cooling down to room temperature, the mixture was recrystallized from ethanol to give compound A as a yellow needle crystal (7.3 g, 50%). mp 119-120° C.; 1H NMR (300 MHz, CDCl3) δ 8.44 (d, J=8.7 Hz, 1H), 8.34 (d, J=8.7 Hz, 1H), 8.13...